This data is from the Open Reaction Database (ORD), a public repository of structured organic reaction records. The task is: describe an organic reaction: reactants, conditions, products, and yield Reactants: C=1C=C2C3=C(C1)CCCN3CCC2. The reagents and catalysts are O1B(OC(C)(C)C1(C)C)B2OC(C)(C)C(O2)(C)C, N=1C=CC(=CC1C=2N=CC=C(C2)C(C)(C)C)C(C)(C)C. Run in O1CCCC1. Reaction conditions: temperature 80 celsius, time 24 hour. Yields the product O1B(OC(C)(C)C1(C)C)C=2C=C3C4=C(C2)CCCN4CCC3. Yield: 31.0%.